This data is from the Open Reaction Database (ORD), a public repository of structured organic reaction records. The task is: describe an organic reaction: reactants, conditions, products, and yield Starting materials: COC=1C=C2C3(C(N(C2=CC1)C)NCC3)C (1,2,3,3a,8,8a-hexahydro-5-methoxy-3a,8-dimethylpyrrolo[2,3-b]-indole), BrCCC1=CC=CC=C1 (2-(bromoethyl)benzene). Run at time 8 hour. Product: COC=1C=C2[C@]3([C@@H](N(C2=CC1)C)N(CC3)CCC3=CC=CC=C3)C ((3aS-cis)-1,2,3,3a,8,8a-hexahydro-5-methoxy-1-(2phenylethyl) -3a,8-dimethylpyrrolo[2,3-b]indole). As a reaction SMILES: [CH3:1][O:2][C:3]1[CH:4]=[C:5]2[C:9](=[CH:10][CH:11]=1)[N:8]([CH3:12])[CH:7]1[NH:13][CH2:14][CH2:15][C:6]21[CH3:16].Br[CH2:18][CH2:19][C:20]1[CH:25]=[CH:24][CH:23]=[CH:22][CH:21]=1>>[CH3:1][O:2][C:3]1[CH:4]=[C:5]2[C:9](=[CH:10][CH:11]=1)[N:8]([CH3:12])[C@H:7]1[N:13]([CH2:18][CH2:19][C:20]3[CH:25]=[CH:24][CH:23]=[CH:22][CH:21]=3)[CH2:14][CH2:15][C@@:6]21[CH3:16]. Procedure details: A stirred mixture, under nitrogen, of 8.73 g of 1,2,3,3a,8,8a-hexahydro-5-methoxy-3a,8-dimethylpyrrolo[2,3-b]-indole, 9.25 g of 2-(bromoethyl)benzene and 8.29 g of milled, anhydrous potassium carbonate in 75 ml of degassed, dry dimethylformamide is heated at 70°-75° for 8 hours and thereafter stirred at room temperature overnight. The reaction mixture is decanted into 1.5 liters of water and the product is extracted into ethyl acetate (2×250 ml). The combined organic extracts are washed twice wi... Starting materials: OC1=CC=C(C=C1)CNCCCCCCC#N (7-[(4-hydroxyphenyl)methylamino]heptanenitrile), C(C)(=O)[O-].[Na+] (sodium acetate), C(C)(=O)OC(C)=O (acetic anhydride), solid, C([O-])(O)=O.[K+] (potassium bicarbonate). Run in C(C)(=O)OCC (ethyl acetate), C(C)O (ethanol), O (water). Run at time 18 hour. Yields the product C(C)(=O)OC1=CC=C(C=C1)CNCCCCCCC#N (7-[[4-(acetyloxy)phenyl]methylamino]heptanenitrile). The yield is 57.9%. As a reaction SMILES: [OH:1][C:2]1[CH:7]=[CH:6][C:5]([CH2:8][NH:9][CH2:10][CH2:11][CH2:12][CH2:13][CH2:14][CH2:15][C:16]#[N:17])=[CH:4][CH:3]=1.[C:18]([O-])(=[O:20])[CH3:19].[Na+].C(OC(=O)C)(=O)C.C(=O)(O)[O-].[K+]>O.C(O)C.C(OCC)(=O)C>[C:18]([O:1][C:2]1[CH:3]=[CH:4][C:5]([CH2:8][NH:9][CH2:10][CH2:11][CH2:12][CH2:13][CH2:14][CH2:15][C:16]#[N:17])=[CH:6][CH:7]=1)(=[O:20])[CH3:19] |f:1.2,4.5|. Reported procedure: A solution of 4 g (0.017 mol) of 7-[(4-hydroxyphenyl)methylamino]heptanenitrile and 2.1 g (0.026 mol) anhydrous sodium acetate in 14 mL (0.17 mol) of acetic anhydride was stirred under nitrogen at room temperature. After 11/2 hours 15 mL of ethyl acetate was added followed by 49 mL of absolute ethanol. The reaction was stirred 18 hours at room temperature, cooled, and 61 mL of water was added followed by about 11 g of solid potassium bicarbonate. The layers were separated and the aqueous layer w...